Dataset: the Open Reaction Database (ORD), a public repository of structured organic reaction records. Task: describe an organic reaction: reactants, conditions, products, and yield Reactants: COC=1C=C(C=CC1OC)O (3,4-dimethoxyphenol), ice, Cl.O=C1C(CNCC1)C(=O)OCC (ethyl 4-oxo-3-piperidinecarboxylate hydrochloride). Solvent: S(O)(O)(=O)=O (sulfuric acid). The product is COC1=CC2=C(C=C1OC)C1=C(CNCC1)C(O2)=O (1,2,3,4-Tetrahydro-8,9-dimethoxy-5H-[1]benzopyrano[3,4-c]pyridin-5-one). Yield: 75.5%. RXN SMILES: [CH3:1][O:2][C:3]1[CH:4]=[C:5]([OH:11])[CH:6]=[CH:7][C:8]=1[O:9][CH3:10].Cl.O=[C:14]1[CH2:19][CH2:18][NH:17][CH2:16][CH:15]1[C:20](OCC)=[O:21]>S(=O)(=O)(O)O>[CH3:1][O:2][C:3]1[C:8]([O:9][CH3:10])=[CH:7][C:6]2[C:14]3[CH2:19][CH2:18][NH:17][CH2:16][C:15]=3[C:20](=[O:21])[O:11][C:5]=2[CH:4]=1 |f:1.2|. Procedure: Prepared by the method described in Example 1 except that the 3,4-dimethoxyphenol (61.5 g, 0.40 moles) is added in one portion to an ice-cooled mixture of ethyl 4-oxo-3-piperidinecarboxylate hydrochloride (75 g, 0.36 moles) and 200 ml of 72% sulfuric acid. Recrystallization from acetonitrile yielded the product (71 g), mp 186°-188° C. Starting materials: C(C)(=O)O[C@H]1[C@@H](O[C@@H]([C@H]1OC(C)=O)C1=CC(=NO1)C(C)(C)C)N1C2=NC=NC(=C2N=C1)NC1CCN(CC1)C(=O)OC(C)(C)C (tert-Butyl 4-[(9-{(2R,3R,4R,5S)-3,4-bis(acetyloxy)-5-[3-(tert-butyl)isoxazol-5-yl]tetrahydrofuran-2-yl}-9H-purin-6-yl)amino]piperidine-1-carboxylate). Solvent: FC(C(=O)O)(F)F.ClCCl (trifluoroacetic acid dichloromethane). Run at time 16 hour. Product: C(C)(=O)O[C@H]1[C@@H](O[C@@H]([C@H]1OC(C)=O)C1=CC(=NO1)C(C)(C)C)N1C2=NC=NC(=C2N=C1)NC1CCNCC1 ((2R,3R,4R,5S)-4-(Acetyloxy)-5-[3-(tert-butyl)isoxazol-5-yl]-2-[6-(piperidin-4-ylamino)-9H-purin-9-yl]tetrahydrofuran-3-yl Acetate). Isolated yield 96.8%. RXN SMILES: [C:1]([O:4][C@@H:5]1[C@H:9]([O:10][C:11](=[O:13])[CH3:12])[C@@H:8]([C:14]2[O:18][N:17]=[C:16]([C:19]([CH3:22])([CH3:21])[CH3:20])[CH:15]=2)[O:7][C@H:6]1[N:23]1[CH:31]=[N:30][C:29]2[C:24]1=[N:25][CH:26]=[N:27][C:28]=2[NH:32][CH:33]1[CH2:38][CH2:37][N:36](C(OC(C)(C)C)=O)[CH2:35][CH2:34]1)(=[O:3])[CH3:2]>FC(F)(F)C(O)=O.ClCCl>[C:1]([O:4][C@@H:5]1[C@H:9]([O:10][C:11](=[O:13])[CH3:12])[C@@H:8]([C:14]2[O:18][N:17]=[C:16]([C:19]([CH3:22])([CH3:21])[CH3:20])[CH:15]=2)[O:7][C@H:6]1[N:23]1[CH:31]=[N:30][C:29]2[C:24]1=[N:25][CH:26]=[N:27][C:28]=2[NH:32][CH:33]1[CH2:38][CH2:37][NH:36][CH2:35][CH2:34]1)(=[O:3])[CH3:2] |f:1.2|. Procedure: tert-Butyl 4-[(9-{(2R,3R,4R,5S)-3,4-bis(acetyloxy)-5-[3-(tert-butyl)isoxazol-5-yl]tetrahydrofuran-2-yl}-9H-purin-6-yl)amino]piperidine-1-carboxylate (500 mg) was dissolved in trifluoroacetic acid:dichloromethane (1:9, 20 ml) and the mixture kept at 3° C. for 16 h. The mixture was then quenched with saturated sodium bicarbonate solution (100 ml) and extracted with dichloromethane (100 ml). The organic layer was washed with saturated sodium bicarbonate solution (100 ml) and evaporated to dryness i... Reactants: C1CCOC1, O=C(Cl)Oc1ccc([N+](=O)[O-])cc1, Nc1ccc(N2CCCC2)cc1. Yields the product Cl, O=C(Nc1ccc(N2CCCC2)cc1)Oc1ccc([N+](=O)[O-])cc1. Reaction SMILES: [CH2:26]1[O:27][CH2:28][CH2:29][CH2:30]1.[Cl:13][C:14](=[O:15])[O:16][c:17]1[cH:18][cH:19][c:20]([N+:23](=[O:24])[O-:25])[cH:21][cH:22]1.[N:1]1([c:6]2[cH:7][cH:8][c:9]([NH2:12])[cH:10][cH:11]2)[CH2:2][CH2:3][CH2:4][CH2:5]1>>[ClH:13].[N:1]1([c:6]2[cH:7][cH:8][c:9]([NH:12][C:14](=[O:15])[O:16][c:17]3[cH:18][cH:19][c:20]([N+:23](=[O:24])[O-:25])[cH:21][cH:22]3)[cH:10][cH:11]2)[CH2:2][CH2:3][CH2:4][CH2:5]1. Starting materials: [N+](=O)([O-])C=1C=C2N=CC=NC2=CC1 (6-nitroquinoxaline), O.NN (hydrazine hydrate). The reagents and catalysts are [Ni] (Ni). Run in CO (MeOH). Reaction conditions: time 1 hour. Product: N1=CC=NC2=CC(=CC=C12)N (quinoxalin-6-amine). Yield: 99.4%. As a reaction SMILES: [N+:1]([C:4]1[CH:5]=[C:6]2[C:11](=[CH:12][CH:13]=1)[N:10]=[CH:9][CH:8]=[N:7]2)([O-])=O.O.NN>CO.[Ni]>[N:10]1[C:11]2[C:6](=[CH:5][C:4]([NH2:1])=[CH:13][CH:12]=2)[N:7]=[CH:8][CH:9]=1 |f:1.2|. Procedure: To a solution of 6-nitroquinoxaline (17.0 g, 0.097 mol) in MeOH (500 mL) was added hydrazine hydrate (19.4 g, 0.39 mol) and Raney Ni (2.0 g). The mixture was stirred at room temperature for 1 h. The mixture was then filtered, and the filtrate was concentrated under reduce pressure to give quinoxalin-6-amine as a yellow solid (14.0 g, yield 99%). ESI MS: m/z 146.1 [M+H]+. Reactants: CN(C)C=O, NCCCOc1cc(CN2CCCCC2)ccn1, O=c1[nH]c(=S)c2ccccc2[nH]1. The product is O=c1nc(NCCCOc2cc(CN3CCCCC3)ccn2)c2ccccc2[nH]1. As a reaction SMILES: [CH3:31][N:32]([CH3:33])[CH:34]=[O:35].[N:1]1([CH2:7][c:8]2[cH:9][c:10]([O:14][CH2:15][CH2:16][CH2:17][NH2:18])[n:11][cH:12][cH:13]2)[CH2:2][CH2:3][CH2:4][CH2:5][CH2:6]1.[O:19]=[c:20]1[nH:21][c:22]2[cH:23][cH:24][cH:25][cH:26][c:27]2[c:28](=[S:30])[nH:29]1>>[N:1]1([CH2:7][c:8]2[cH:9][c:10]([O:14][CH2:15][CH2:16][CH2:17][NH:18][c:28]3[c:27]4[c:22]([nH:21][c:20](=[O:19])[n:29]3)[cH:23][cH:24][cH:25][cH:26]4)[n:11][cH:12][cH:13]2)[CH2:2][CH2:3][CH2:4][CH2:5][CH2:6]1. The reactants are CS(C)=O, Cc1ccccc1-c1ccc(C(=O)N2Cc3ccc(C(=O)C(Cl)(Cl)Cl)n3Cc3ccccc32)cc1C, NCc1cccc(N)c1, O. Product: Cc1ccccc1-c1ccc(C(=O)N2Cc3ccc(C(=O)NCc4cccc(N)c4)n3Cc3ccccc32)cc1C. Reaction SMILES: [CH3:46][S:47]([CH3:48])=[O:49].[Cl:1][C:2]([C:3](=[O:4])[c:5]1[cH:6][cH:7][c:8]2[n:14]1[CH2:13][c:12]1[c:11]([cH:18][cH:17][cH:16][cH:15]1)[N:10]([C:19](=[O:20])[c:21]1[cH:22][c:23]([CH3:34])[c:24](-[c:27]3[c:28]([CH3:33])[cH:29][cH:30][cH:31][cH:32]3)[cH:25][cH:26]1)[CH2:9]2)([Cl:35])[Cl:36].[NH2:37][c:38]1[cH:39][c:40]([CH2:41][NH2:42])[cH:43][cH:44][cH:45]1.[OH2:50]>>[C:3](=[O:4])([c:5]1[cH:6][cH:7][c:8]2[n:14]1[CH2:13][c:12]1[c:11]([cH:18][cH:17][cH:16][cH:15]1)[N:10]([C:19](=[O:20])[c:21]1[cH:22][c:23]([CH3:34])[c:24](-[c:27]3[c:28]([CH3:33])[cH:29][cH:30][cH:31][cH:32]3)[cH:25][cH:26]1)[CH2:9]2)[NH:42][CH2:41][c:40]1[cH:39][c:38]([NH2:37])[cH:45][cH:44][cH:43]1. The reactants are Cn1c(-c2cccc(Br)c2)nnc1C(C)(C)Oc1c(F)cc(F)cc1F, [C-]#N, [C-]#N, CN1CCCC1=O, ClC(Cl)Cl, [K+], [OH-], O, [Zn+2], c1ccc(P(c2ccccc2)(c2ccccc2)[Pd](P(c2ccccc2)(c2ccccc2)c2ccccc2)(P(c2ccccc2)(c2ccccc2)c2ccccc2)P(c2ccccc2)(c2ccccc2)c2ccccc2)cc1. Product: Cn1c(-c2cccc(C#N)c2)nnc1C(C)(C)Oc1c(F)cc(F)cc1F. Reaction SMILES: [Br:3][c:4]1[cH:5][c:6](-[c:10]2[n:11][n:12][c:13]([C:16]([CH3:17])([O:18][c:19]3[c:20]([F:27])[cH:21][c:22]([F:26])[cH:23][c:24]3[F:25])[CH3:28])[n:14]2[CH3:15])[cH:7][cH:8][cH:9]1.[C-:41]#[N:42].[C-:44]#[N:45].[CH3:34][N:35]1[CH2:36][CH2:37][CH2:38][C:39]1=[O:40].[CH:29]([Cl:30])([Cl:31])[Cl:32].[K+:2].[OH-:1].[OH2:33].[Zn+2:43].[cH:46]1[cH:47][cH:48][c:49]([P:50]([Pd:51]([P:52]([c:53]2[cH:54][cH:55][cH:56][cH:57][cH:58]2)([c:59]2[cH:60][cH:61][cH:62][cH:63][cH:64]2)[c:65]2[cH:66][cH:67][cH:68][cH:69][cH:70]2)([P:71]([c:72]2[cH:73][cH:74][cH:75][cH:76][cH:77]2)([c:78]2[cH:79][cH:80][cH:81][cH:82][cH:83]2)[c:84]2[cH:85][cH:86][cH:87][cH:88][cH:89]2)[P:90]([c:91]2[cH:92][cH:93][cH:94][cH:95][cH:96]2)([c:97]2[cH:98][cH:99][cH:100][cH:101][cH:102]2)[c:103]2[cH:104][cH:105][cH:106][cH:107][cH:108]2)([c:109]2[cH:110][cH:111][cH:112][cH:113][cH:114]2)[c:115]2[cH:116][cH:117][cH:118][cH:119][cH:120]2)[cH:121][cH:122]1>>[c:4]1([C:34]#[N:35])[cH:5][c:6](-[c:10]2[n:11][n:12][c:13]([C:16]([CH3:17])([O:18][c:19]3[c:20]([F:27])[cH:21][c:22]([F:26])[cH:23][c:24]3[F:25])[CH3:28])[n:14]2[CH3:15])[cH:7][cH:8][cH:9]1. Reactants: N1=CC=C(C=C1)N1CCC(CC1)CNC1=NC=CC=C1N (N2-[1-(4-pyridyl)piperidin-4-ylmethyl]-2,3-pyridinediamine), ClC1=CC=C(S1)C(=O)O (5-chlorothiophene-2-carboxylic acid), C(C(=O)Cl)(=O)Cl (oxalyl chloride). Run in N1=CC=CC=C1 (pyridine), C(Cl)(Cl)Cl (chloroform), C(Cl)Cl (methylene chloride), CN(C)C=O (DMF). Run at time 0.25 hour. Product: ClC1=CC=C(S1)C(=O)NC=1C(=NC=CC1)NCC1CCN(CC1)C1=CC=NC=C1 (N3-(5-Chlorothiophen-2-ylcarbonyl)-N2-[1-(4-pyridyl)piperidin-4-ylmethyl]-2,3-pyridinediamine). Isolated yield 62.3%. Reaction SMILES: [Cl:1][C:2]1[S:6][C:5]([C:7]([OH:9])=O)=[CH:4][CH:3]=1.C(Cl)(=O)C(Cl)=O.[N:16]1[CH:21]=[CH:20][C:19]([N:22]2[CH2:27][CH2:26][CH:25]([CH2:28][NH:29][C:30]3[C:35]([NH2:36])=[CH:34][CH:33]=[CH:32][N:31]=3)[CH2:24][CH2:23]2)=[CH:18][CH:17]=1>C(Cl)Cl.CN(C=O)C.N1C=CC=CC=1.C(Cl)(Cl)Cl>[Cl:1][C:2]1[S:6][C:5]([C:7]([NH:36][C:35]2[C:30]([NH:29][CH2:28][CH:25]3[CH2:26][CH2:27][N:22]([C:19]4[CH:18]=[CH:17][N:16]=[CH:21][CH:20]=4)[CH2:23][CH2:24]3)=[N:31][CH:32]=[CH:33][CH:34]=2)=[O:9])=[CH:4][CH:3]=1. Procedure details: A solution of 5-chlorothiophene-2-carboxylic acid (120 mg, 0.72 mmol) in methylene chloride and DMF (0.005 mL) was treated with oxalyl chloride (0.105 mL, 1.20 mmol). After 0.25 h, the mixture was concentrated and the residue was dissolved in chloroform. This solution was added dropwise to a solution of N2-[1-(4-pyridyl)piperidin-4-ylmethyl]-2,3-pyridinediamine (170 mg, 0.6 mmol) in pyridine and chloroform. The reaction mixture was then purified using a procedure similar to that described in Exa... Reactants: C=1(C(O)=CC=C(CC=C)C1)OC.ClC(=O)[O-] (eugenol chloroformate), Cl (hydrochloric acid), CC(CC(CC)=NO)CC (5-methyl-heptan-3-one oxime), N1=CC=CC=C1 (pyridine). Solvent: ClCCl (dichloromethane), ClCCl (dichloromethane). Run at temperature 5 celsius, time 68 hour. Yields the product C(C=C)C1=CC(=C(OC(=O)ON=C(CCC)CCCC)C=C1)OC (methyl-heptan-3-one O-(4-allyl-2-methoxy-phenoxycarbonyl) oxime). The yield is 76.3%. As a reaction SMILES: C[CH:2]([CH2:9][CH3:10])[CH2:3][C:4](=[N:7][OH:8])[CH2:5][CH3:6].N1C=CC=C[CH:12]=1.[C:17]1([O:27][CH3:28])[C:18](=[CH:20][CH:21]=[C:22]([CH:26]=1)[CH2:23][CH:24]=[CH2:25])[OH:19].Cl[C:30]([O-:32])=O.Cl>ClCCl>[CH2:23]([C:22]1[CH:21]=[CH:20][C:18]([O:19][C:30]([O:8][N:7]=[C:4]([CH2:3][CH2:2][CH2:9][CH3:10])[CH2:5][CH2:6][CH3:12])=[O:32])=[C:17]([O:27][CH3:28])[CH:26]=1)[CH:24]=[CH2:25] |f:2.3|. Reported procedure: A solution containing 7.47 g 5-methyl-heptan-3-one oxime and 6.33 g pyridine in 120 ml of dichloromethane was cooled to 5° C. Then, a solution of 13.00 g eugenol-chloroformate in 30 ml of dichloromethane was added to the solution and the resulting mixture was stirred for 68 hours at room temperature. Then, the mixture was acidified with aqueous hydrochloric acid, extracted with ether, washed with aqueous hydrochloric acid, saturated NaHCO3, and brine. The organic phase was dried, filtered, and e... Reactants: COC=1C=C2C(=CC=NC2=C(C1)OC)O (6,8-dimethoxyquinolin-4-ol), P(=O)(Cl)(Cl)Cl (phosphorous oxychloride), CN(C=O)C (N,N-dimethylformamide). Run in O (water). The product is ClC1=CC=NC2=C(C=C(C=C12)OC)OC (4-Chloro-6,8-dimethoxyquinoline). As a reaction SMILES: [CH3:1][O:2][C:3]1[CH:4]=[C:5]2[C:10](=[C:11]([O:13][CH3:14])[CH:12]=1)[N:9]=[CH:8][CH:7]=[C:6]2O.P(Cl)(Cl)([Cl:18])=O.CN(C)C=O>O>[Cl:18][C:6]1[C:5]2[C:10](=[C:11]([O:13][CH3:14])[CH:12]=[C:3]([O:2][CH3:1])[CH:4]=2)[N:9]=[CH:8][CH:7]=1. Reported procedure: A solution of 6.5 g (31.6 mmol) of 6,8-dimethoxyquinolin-4-ol, 29 mL (316 mmol) of phosphorous oxychloride and 2.6 mL of N,N-dimethylformamide was stirred at room temperature for seven hours. The reaction solution was poured into a stirred mixture of ice and water. The aqueous mixture was washed three times with 300 mL portions of ethyl acetate, and then adjusted to pH 6 by the addition of solid sodium carbonate. 4-Chloro-6,8-dimethoxyquinoline was thus obtained as a colorless solid: yield 5.73 ...